This data is from the Open Reaction Database (ORD), a public repository of structured organic reaction records. The task is: describe an organic reaction: reactants, conditions, products, and yield The reactants are [BH4-], C1CCOC1, [Na+], CCOC(=O)CCCNc1cc(C(=O)O)cc(S(N)(=O)=O)c1Oc1ccccc1. Product: NS(=O)(=O)c1cc(C(=O)O)cc(NCCCCO)c1Oc1ccccc1. Reaction SMILES: [BH4-:30].[CH2:32]1[O:33][CH2:34][CH2:35][CH2:36]1.[Na+:31].[O:1]([c:2]1[cH:3][cH:4][cH:5][cH:6][cH:7]1)[c:8]1[c:9]([NH:21][CH2:22][CH2:23][CH2:24][C:25](=[O:26])[O:27][CH2:28][CH3:29])[cH:10][c:11]([C:18](=[O:19])[OH:20])[cH:12][c:13]1[S:14]([NH2:15])(=[O:16])=[O:17]>>[O:1]([c:2]1[cH:3][cH:4][cH:5][cH:6][cH:7]1)[c:8]1[c:9]([NH:21][CH2:22][CH2:23][CH2:24][CH2:25][OH:26])[cH:10][c:11]([C:18](=[O:19])[OH:20])[cH:12][c:13]1[S:14]([NH2:15])(=[O:16])=[O:17]. Starting materials: CC(=O)Nc1ccccc1Br, O=C([O-])[O-], CCO, Cc1ccccc1, CC(=O)N1Cc2cc(B3OC(C)(C)C(C)(C)O3)ccc2C=Cc2cc(Cl)ccc21, [Na+], [Na+], c1ccc(P(c2ccccc2)(c2ccccc2)[Pd](P(c2ccccc2)(c2ccccc2)c2ccccc2)(P(c2ccccc2)(c2ccccc2)c2ccccc2)P(c2ccccc2)(c2ccccc2)c2ccccc2)cc1. The product is CC(=O)Nc1ccccc1-c1ccc2c(c1)CN(C(C)=O)c1ccc(Cl)cc1C=C2. RXN SMILES: [Br:30][c:31]1[c:32]([NH:37][C:38]([CH3:39])=[O:40])[cH:33][cH:34][cH:35][cH:36]1.[C:41](=[O:42])([O-:43])[O-:44].[CH3:47][CH2:48][OH:49].[CH3:50][c:51]1[cH:52][cH:53][cH:54][cH:55][cH:56]1.[Cl:1][c:2]1[cH:3][c:4]2[c:5]([cH:28][cH:29]1)[N:6]([C:25]([CH3:26])=[O:27])[CH2:7][c:8]1[c:9]([cH:12][cH:13][c:14]([B:16]3[O:17][C:18]([CH3:19])([CH3:20])[C:21]([CH3:22])([CH3:23])[O:24]3)[cH:15]1)[CH:10]=[CH:11]2.[Na+:45].[Na+:46].[cH:57]1[cH:58][cH:59][c:60]([P:61]([Pd:62]([P:63]([c:64]2[cH:65][cH:66][cH:67][cH:68][cH:69]2)([c:70]2[cH:71][cH:72][cH:73][cH:74][cH:75]2)[c:76]2[cH:77][cH:78][cH:79][cH:80][cH:81]2)([P:82]([c:83]2[cH:84][cH:85][cH:86][cH:87][cH:88]2)([c:89]2[cH:90][cH:91][cH:92][cH:93][cH:94]2)[c:95]2[cH:96][cH:97][cH:98][cH:99][cH:100]2)[P:101]([c:102]2[cH:103][cH:104][cH:105][cH:106][cH:107]2)([c:108]2[cH:109][cH:110][cH:111][cH:112][cH:113]2)[c:114]2[cH:115][cH:116][cH:117][cH:118][cH:119]2)([c:120]2[cH:121][cH:122][cH:123][cH:124][cH:125]2)[c:126]2[cH:127][cH:128][cH:129][cH:130][cH:131]2)[cH:132][cH:133]1>>[Cl:1][c:2]1[cH:3][c:4]2[c:5]([cH:28][cH:29]1)[N:6]([C:25]([CH3:26])=[O:27])[CH2:7][c:8]1[c:9]([cH:12][cH:13][c:14](-[c:31]3[c:32]([NH:37][C:38]([CH3:39])=[O:40])[cH:33][cH:34][cH:35][cH:36]3)[cH:15]1)[CH:10]=[CH:11]2.